This data is from the Open Reaction Database (ORD), a public repository of structured organic reaction records. The task is: describe an organic reaction: reactants, conditions, products, and yield Reactants: [OH-].[Na+] (sodium hydroxide), N(=O)[O-].[Na+] (sodium nitrite), CC1=CC(=NC=C1[N+](=O)[O-])N (4-methyl-5-nitro-pyridin-2-ylamine). Run in O (water), S(O)(O)(=O)=O (sulfuric acid), O (water). Reaction conditions: temperature 0 celsius. Product: CC1=CC(=NC=C1[N+](=O)[O-])O (4-methyl-5-nitro-pyridin-2-ol). As a reaction SMILES: [CH3:1][C:2]1[C:7]([N+:8]([O-:10])=[O:9])=[CH:6][N:5]=[C:4](N)[CH:3]=1.N([O-])=[O:13].[Na+].[OH-].[Na+]>S(=O)(=O)(O)O.O>[CH3:1][C:2]1[C:7]([N+:8]([O-:10])=[O:9])=[CH:6][N:5]=[C:4]([OH:13])[CH:3]=1 |f:1.2,3.4|. Procedure details: Dissolve 4-methyl-5-nitro-pyridin-2-ylamine (3.0 mmol, 0.5 g) in 0.5 mL of sulfuric acid. Add 7.6 mL of water and cool the solution down to 0° C. Add sodium nitrite (4.5 mmol, 0.3 g) and stir the mixture for two hours, allowing to reach room temperature. Dilute with water and add aq. sodium hydroxide solution 10% until basic pH. Extract in ethyl acetate and wash combined organic layers with saturated aq. sodium chloride solution. Dry over sodium sulfate, filter, and concentrate under reduced pre... Reactants: N1CCC(CC1)C(=O)C1=CC=CC2=CC=CC(=C12)C (8-methyl-1-naphthyl 4-piperidyl ketone), C=O (paraformaldehyde), FC1=CC=C(C=C1)C(C)=O (4'-fluoroacetophenone), Cl (hydrochloric acid). The reagents and catalysts are C(C)(C)O (isopropyl alcohol). Yields the product CC=1C=CC=C2C=CC=C(C12)C(=O)C1CCN(CC1)C(C(=O)C1=CC=C(C=C1)F)C (2-[4-(8-methyl-1-naphthoyl)piperidyl]-1-(4-fluorophenyl)-1-propanone). Reaction SMILES: [NH:1]1[CH2:6][CH2:5][CH:4]([C:7]([C:9]2[C:18]3[C:13](=[CH:14][CH:15]=[CH:16][C:17]=3[CH3:19])[CH:12]=[CH:11][CH:10]=2)=[O:8])[CH2:3][CH2:2]1.[CH2:20]=O.[F:22][C:23]1[CH:28]=[CH:27][C:26]([C:29](=[O:31])[CH3:30])=[CH:25][CH:24]=1.Cl>C(O)(C)C>[CH3:19][C:17]1[CH:16]=[CH:15][CH:14]=[C:13]2[C:18]=1[C:9]([C:7]([CH:4]1[CH2:5][CH2:6][N:1]([CH:30]([CH3:20])[C:29]([C:26]3[CH:27]=[CH:28][C:23]([F:22])=[CH:24][CH:25]=3)=[O:31])[CH2:2][CH2:3]1)=[O:8])=[CH:10][CH:11]=[CH:12]2. Procedure details: A mixture of 25.5 g (0.1 mole) of 8-methyl-1-naphthyl 4-piperidyl ketone, 9 g (0.3 mole) of paraformaldehyde and 13.8 g (0.1 mole) of 4'-fluoroacetophenone in 100 ml of isopropyl alcohol containing 2 drops of concentrated hydrochloric acid is refluxed for 24 hours. The mixture is filtered and the filtrate concentrated to about 100 ml and cooled. The resulting precipitate is recrystallized from ethanol to give 2-[4-(8-methyl-1-naphthoyl)piperidyl]-1-(4-fluorophenyl)-1-propanone. Yields the product OC=1C=C2C=CC(=CC2=CC1N1S(NC(C1)=O)(=O)=O)/C=C/CCC#N ((E)-5-[6-Hydroxy-7-(1,1,4-trioxo-1,2,5-thiadiazolidin-2-yl)-naphthalen-2-yl]-pent-4-enenitrile). Reported procedure: The title compound is prepared analogously to Example 8, step A, beginning with pent-4-ynenitrile and 5-(7-bromo-3-hydroxynaphthalen-2-yl)-1,1-dioxo-1,2,5-thiadiazolidin-3-one (Example 3, step E): Retention time=0.91 min (Method A); (M−H)−=356. RXN SMILES: [C:1](#[N:6])[CH2:2][CH2:3][C:4]#[CH:5].Br[C:8]1[CH:17]=[C:16]2[C:11]([CH:12]=[C:13]([OH:26])[C:14]([N:18]3[S:22](=[O:24])(=[O:23])[NH:21][C:20](=[O:25])[CH2:19]3)=[CH:15]2)=[CH:10][CH:9]=1>>[OH:26][C:13]1[CH:12]=[C:11]2[C:16](=[CH:15][C:14]=1[N:18]1[CH2:19][C:20](=[O:25])[NH:21][S:22]1(=[O:24])=[O:23])[CH:17]=[C:8](/[CH:5]=[CH:4]/[CH2:3][CH2:2][C:1]#[N:6])[CH:9]=[CH:10]2. Starting materials: C(CCC#C)#N (pent-4-ynenitrile), BrC1=CC=C2C=C(C(=CC2=C1)N1CC(NS1(=O)=O)=O)O (5-(7-bromo-3-hydroxynaphthalen-2-yl)-1,1-dioxo-1,2,5-thiadiazolidin-3-one). Solvent: CN(C=O)C (N,N-dimethylformamide). Reported procedure: A mixture of 5.4 g of cis-2,3-bis(methanesulfonyloxymethyl)oxirane, 2 ml of 3-bromoaniline, 4.3 g of anhydrous potassium carbonate and 30 ml of N,N-dimethylformamide was stirred under nitrogen atmosphere at 60° C. for 2 hours and at 110° C. for 2 hours. The reaction mixture was extracted with ethyl acetate-water, and the organic layer was washed with water and brine, dried over anhydrous magnesium sulfate and then evaporated. The residue was purified by silica gel column chromatography with 5–10... The product is BrC=1C=C(C=CC1)N1CC2C(C1)O2 (1-(3-Bromophenyl)-3,4-epoxypyrrolidine). Conditions: temperature 110 celsius, time 2 hour. As a reaction SMILES: CS(O[CH2:6][C@H:7]1[C@@H:9]([CH2:10]OS(C)(=O)=O)[O:8]1)(=O)=O.[Br:16][C:17]1[CH:18]=[C:19]([CH:21]=[CH:22][CH:23]=1)[NH2:20].C(=O)([O-])[O-].[K+].[K+]>CN(C)C=O>[Br:16][C:17]1[CH:18]=[C:19]([N:20]2[CH2:10][CH:9]3[O:8][CH:7]3[CH2:6]2)[CH:21]=[CH:22][CH:23]=1 |f:2.3.4|. The reactants are CS(=O)(=O)OC[C@@H]1O[C@@H]1COS(=O)(=O)C (cis-2,3-bis(methanesulfonyloxymethyl)oxirane), BrC=1C=C(N)C=CC1 (3-bromoaniline), C([O-])([O-])=O.[K+].[K+] (potassium carbonate). Reactants: COc1cnnc(Oc2cc(C(F)(F)F)nn2C)c1, [Na+], [OH-], O=[N+]([O-])O, O=S(=O)(O)O. Yields the product COc1cnnc(Oc2c([N+](=O)[O-])c(C(F)(F)F)nn2C)c1. RXN SMILES: [CH3:1][O:2][c:3]1[cH:4][c:5]([O:9][c:10]2[cH:11][c:12]([C:16]([F:17])([F:18])[F:19])[n:13][n:14]2[CH3:15])[n:6][n:7][cH:8]1.[Na+:30].[OH-:29].[OH:20][N+:21]([O-:22])=[O:23].[S:24](=[O:25])(=[O:26])([OH:27])[OH:28]>>[CH3:1][O:2][c:3]1[cH:4][c:5]([O:9][c:10]2[c:11]([N+:21](=[O:20])[O-:22])[c:12]([C:16]([F:17])([F:18])[F:19])[n:13][n:14]2[CH3:15])[n:6][n:7][cH:8]1. The reactants are COC(=O)c1cnc2c(c1)NC(=O)CN2C(C)C, [H-], [Na+], C1CCOC1. Product: CC(C)N1CC(=O)Nc2cc(CO)cnc21. Reaction SMILES: [CH:1]([CH3:2])([CH3:3])[N:4]1[c:5]2[c:6]([cH:11][c:12]([C:15](=[O:16])[O:17][CH3:18])[cH:13][n:14]2)[NH:7][C:8](=[O:10])[CH2:9]1.[H-:20].[Na+:19].[O:21]1[CH2:22][CH2:23][CH2:24][CH2:25]1>>[CH:1]([CH3:2])([CH3:3])[N:4]1[c:5]2[c:6]([cH:11][c:12]([CH2:15][OH:16])[cH:13][n:14]2)[NH:7][C:8](=[O:10])[CH2:9]1. Reactants: C(C1=CC=CC=C1)N=C=S (Benzyl isothiocyanate), C(C)(C)N=C=O (isopropyl isocyanate), Cl (HCl), [O-][Mn](=O)(=O)=O.[K+] (KMnO4). Product: C(C1=CC=CC=C1)N1C(N(SC1=O)C(C)C)=O (4-Benzyl-2-isopropyl-1,2,4-thiadiazolidine-3,5-dione). RXN SMILES: [CH2:1]([N:8]=[C:9]=[S:10])[C:2]1[CH:7]=[CH:6][CH:5]=[CH:4][CH:3]=1.Cl.[O-:12][Mn](=O)(=O)=O.[K+].[CH:18]([N:21]=[C:22]=[O:23])([CH3:20])[CH3:19]>>[CH2:1]([N:8]1[C:9](=[O:12])[S:10][N:21]([CH:18]([CH3:20])[CH3:19])[C:22]1=[O:23])[C:2]1[CH:7]=[CH:6][CH:5]=[CH:4][CH:3]=1 |f:2.3|. Procedure details: Reagents: Benzyl isothiocyanate (0.81 ml, 6.5 mmol), 35% HCl (3.1 ml), KMnO4 (0.5 g), isopropyl isocyanate (0.64 ml, 6.5 mmol). Reactants: NC1=C(C=C(C(=N1)OC)C(CCC1CCN(CC1)C(C(C(C)(C)C)=O)C)=O)Cl (4-{4-[3-(6-amino-5-chloro-2-methoxypyridin-3-yl)-3-oxopropyl]piperidin-1-yl}-2,2-dimethylpentan-3-one), C(\C=C\C(=O)O)(=O)O (fumaric acid), CO (methanol). Product: NC1=C(C=C(C(N1)=O)C(CCC1CCN(CC1)C(C(C(CCC(CC)=O)(C)C)=O)C)=O)Cl (6-Amino-5-chloro-3-{3-[1-(1,3,3-trimethyl-2-oxobutyl-2-oxobutyl)piperidine-4-yl]propanoyl}pyridin-2(1H)-one). RXN SMILES: [NH2:1][C:2]1[N:7]=[C:6]([O:8]C)[C:5]([C:10](=[O:27])[CH2:11][CH2:12][CH:13]2[CH2:18][CH2:17][N:16]([CH:19]([CH3:26])[C:20](=[O:25])[C:21]([CH3:24])([CH3:23])[CH3:22])[CH2:15][CH2:14]2)=[CH:4][C:3]=1[Cl:28].[C:29]([OH:36])(=O)/[CH:30]=[CH:31]/C(O)=O.[CH3:37]O>>[NH2:1][C:2]1[NH:7][C:6](=[O:8])[C:5]([C:10](=[O:27])[CH2:11][CH2:12][CH:13]2[CH2:18][CH2:17][N:16]([CH:19]([CH3:26])[C:20](=[O:25])[C:21]([CH3:24])([CH3:23])[CH2:22][CH2:37][C:29](=[O:36])[CH2:30][CH3:31])[CH2:15][CH2:14]2)=[CH:4][C:3]=1[Cl:28]. Procedure details: The title compound was prepared according to the procedure of step 3 in the example 13 using 4-{4-[3-(6-amino-5-chloro-2-methoxypyridin-3-yl)-3-oxopropyl]piperidin-1-yl}-2,2-dimethylpentan-3-one (step 1 in example 104) instead of 6-amino-5-chloro-N-{[1-(cyclohexylmethyl)-4-piperidinyl]methyl}-2-(methyloxy)-3-pyridinecarboxamide. Then treated with equal amount of fumaric acid in methanol and concentrated gave brown solid, which was recrystallized from ethanol/diethyl ether to afford the title com...